Dataset: the Open Reaction Database (ORD), a public repository of structured organic reaction records. Task: describe an organic reaction: reactants, conditions, products, and yield Starting materials: ClCC(C)=O (chloroacetone), COC1=C(C=C(C(=C1)S(=O)C)C)O (2-Methoxy-5-methyl-4-methylsulphinylphenol), C([O-])([O-])=O.[K+].[K+] (potassium carbonate), ClCC(C)=O.[I-].[K+] (chloroacetone potassium iodide), C([O-])([O-])=O.[K+].[K+] (potassium carbonate). The reagents and catalysts are [I-].[K+] (Potassium iodide). The solvent is CC(=O)C (acetone), CC(=O)C (acetone). Reaction conditions: time 16 hour. Product: COC1=C(OCC(C)=O)C=C(C(=C1)S(=O)C)C (1-(2-Methoxy-5-methyl-4-methylsulphinylphenoxy)-2-propanone). As a reaction SMILES: Cl[CH2:2][C:3](=[O:5])[CH3:4].[CH3:6][O:7][C:8]1[CH:13]=[C:12]([S:14]([CH3:16])=[O:15])[C:11]([CH3:17])=[CH:10][C:9]=1[OH:18].C(=O)([O-])[O-].[K+].[K+].ClCC(=O)C.[I-].[K+]>CC(C)=O.[I-].[K+]>[CH3:6][O:7][C:8]1[CH:13]=[C:12]([S:14]([CH3:16])=[O:15])[C:11]([CH3:17])=[CH:10][C:9]=1[O:18][CH2:2][C:3](=[O:5])[CH3:4] |f:2.3.4,5.6.7,9.10|. Procedure: Potassium iodide (0.075 g) was added to a stirred solution of chloroacetone (3 ml) in dry acetone (3.5 ml) and the mixture was stirred for 16 hours. 2-Methoxy-5-methyl-4-methylsulphinylphenol (5.0 g) and potassium carbonate (0.85 g) were heated at reflux with stirring in dry acetone (25 ml). The chloroacetone/potassium iodide solution and potassium carbonate (3.4 g) were then added in four equal portions over 2 hours. The mixture was heated at reflux for a further 2 hours, cooled and filtered, t...